Dataset: the Open Reaction Database (ORD), a public repository of structured organic reaction records. Task: describe an organic reaction: reactants, conditions, products, and yield Starting materials: CC(C)(C)C(=O)Cl, CCN(C(C)C)C(C)C, CCC(N)C(=O)N1CCC(CCN2C3CCC2CC(n2c(C)nc4ccccc42)C3)(c2cccc(F)c2)CC1. Product: CCC(NC(=O)C(C)(C)C)C(=O)N1CCC(CCN2C3CCC2CC(n2c(C)nc4ccccc42)C3)(c2cccc(F)c2)CC1. Reaction SMILES: [CH3:40][C:41]([C:42](=[O:43])[Cl:44])([CH3:45])[CH3:46].[CH:47]([N:48]([CH2:49][CH3:50])[CH:51]([CH3:52])[CH3:53])([CH3:54])[CH3:55].[NH2:1][CH:2]([C:3](=[O:4])[N:5]1[CH2:6][CH2:7][C:8]([CH2:11][CH2:12][N:13]2[CH:14]3[CH2:15][CH:16]([n:21]4[c:22]([CH3:30])[n:23][c:24]5[c:25]4[cH:26][cH:27][cH:28][cH:29]5)[CH2:17][CH:18]2[CH2:19][CH2:20]3)([c:31]2[cH:32][c:33]([F:37])[cH:34][cH:35][cH:36]2)[CH2:9][CH2:10]1)[CH2:38][CH3:39]>>[NH:1]([CH:2]([C:3](=[O:4])[N:5]1[CH2:6][CH2:7][C:8]([CH2:11][CH2:12][N:13]2[CH:14]3[CH2:15][CH:16]([n:21]4[c:22]([CH3:30])[n:23][c:24]5[c:25]4[cH:26][cH:27][cH:28][cH:29]5)[CH2:17][CH:18]2[CH2:19][CH2:20]3)([c:31]2[cH:32][c:33]([F:37])[cH:34][cH:35][cH:36]2)[CH2:9][CH2:10]1)[CH2:38][CH3:39])[C:42]([C:41]([CH3:40])([CH3:45])[CH3:46])=[O:43]. The reactants are C1=CC=C(C=C1)P(C2=CC=CC=C2)C3=CC=CC=C3 (PPh3), O (water), N(=[N+]=[N-])[C@@H]1CN(C[C@@H]1F)C(=O)OC(C)(C)C (cis-tert-butyl 3-azido-4-fluoropyrrolidine-1-carboxylate). Solvent: C1CCOC1 (THF). Conditions: temperature 60 celsius, time 2 hour. Yields the product N[C@@H]1CN(C[C@@H]1F)C(=O)OC(C)(C)C (cis-tert-butyl 3-amino-4-fluoropyrrolidine-1-carboxylate). As a reaction SMILES: [N:1]([C@H:4]1[C@@H:8]([F:9])[CH2:7][N:6]([C:10]([O:12][C:13]([CH3:16])([CH3:15])[CH3:14])=[O:11])[CH2:5]1)=[N+]=[N-].C1C=CC(P(C2C=CC=CC=2)C2C=CC=CC=2)=CC=1.O>C1COCC1>[NH2:1][C@H:4]1[C@@H:8]([F:9])[CH2:7][N:6]([C:10]([O:12][C:13]([CH3:16])([CH3:15])[CH3:14])=[O:11])[CH2:5]1. Procedure details: In a round-bottomed flask equipped with a magnetic stir bar and a reflux condenser, to a solution of cis-tert-butyl 3-azido-4-fluoropyrrolidine-1-carboxylate (86 mg, 0.374 mmol) in THF (5.5 mL) was added PPh3 on polystyrene (1.6 mmol/g, 280 mg, 0.448 mmol) and water (0.33 mL). The reaction mixture was stirred at 60° C. for 2 h. The mixture was then filtered and the filtrate dried over MgSO4 and filtered. The solvent was removed under reduced pressure to afford cis-tert-butyl 3-amino-4-fluoropyrr...